Task: describe an organic reaction: reactants, conditions, products, and yield. Dataset: the Open Reaction Database (ORD), a public repository of structured organic reaction records The reactants are CC#CCn1c(N2CCN(C(=O)OC(C)(C)C)CC2)nc2nc(C(N)=O)n(C)c(=O)c21, O=C(O)C(F)(F)F. Product: CC#CCn1c(N2CCNCC2)nc2nc(C(N)=O)n(C)c(=O)c21. Reaction SMILES: [CH2:1]([C:2]#[C:3][CH3:4])[n:5]1[c:6]([N:19]2[CH2:20][CH2:21][N:22]([C:25]([O:26][C:27]([CH3:28])([CH3:29])[CH3:30])=[O:31])[CH2:23][CH2:24]2)[n:7][c:8]2[n:9][c:10]([C:16]([NH2:17])=[O:18])[n:11]([CH3:15])[c:12](=[O:14])[c:13]12.[OH:32][C:33]([C:34]([F:35])([F:36])[F:37])=[O:38]>>[CH2:1]([C:2]#[C:3][CH3:4])[n:5]1[c:6]([N:19]2[CH2:20][CH2:21][NH:22][CH2:23][CH2:24]2)[n:7][c:8]2[n:9][c:10]([C:16]([NH2:17])=[O:18])[n:11]([CH3:15])[c:12](=[O:14])[c:13]12. The reactants are C(C1=CC=CC=C1)N1CCC(CC1)NC=1SC(C(N1)=O)=CC1=CC=C(C=C1)N1CCC(CC1)=O (1-{4-[2-(1-benzyl-piperdin-4-ylamino)-4-oxo-4H-thiazol-5-ylidenemethyl]-phenyl}-piperidin-4-one), C(C1=CC=CC=C1)N1CCC(CC1)NC=1SC(C(N1)=O)=CC1=CC=C(C=C1)N1CCC(CC1)=O (1-{4-[2-(1-benzyl-piperdin-4-ylamino)-4-oxo-4H-thiazol-5-ylidenemethyl]-phenyl}-piperidin-4-one), NCC(O)C=1C=CC(=C(C1)NS(=O)(=O)C)O (N-[5-(2-amino-1-hydroxy-ethyl)-2-hydroxy-phenyl]-methanesulfonamide), NCC(O)C=1C=CC(=C(C1)NS(=O)(=O)C)O (N-[5-(2-amino-1-hydroxy-ethyl)-2-hydroxy-phenyl]-methanesulfonamide). Yields the product C(C1=CC=CC=C1)N1CCC(CC1)NC=1SC(C(N1)=O)=CC1=CC=C(C=C1)N1CCC(CC1)NCC(O)C=1C=CC(=C(C1)NS(=O)(=O)C)O (N-{5-[2-(1-{4-[2-(1-Benzyl-piperidin-4-ylamino)-4-oxo-4H-thiazol-5-ylidenemeth yl]-phenyl}-piperidin-4-ylamino)-1-hydroxy-ethyl]-2-hydroxy-phenyl}-methanesulfonamide). Reaction SMILES: [CH2:1]([N:8]1[CH2:13][CH2:12][CH:11]([NH:14][C:15]2[S:16][C:17](=[CH:21][C:22]3[CH:27]=[CH:26][C:25]([N:28]4[CH2:33][CH2:32][C:31](=O)[CH2:30][CH2:29]4)=[CH:24][CH:23]=3)[C:18](=[O:20])[N:19]=2)[CH2:10][CH2:9]1)[C:2]1[CH:7]=[CH:6][CH:5]=[CH:4][CH:3]=1.[NH2:35][CH2:36][CH:37]([C:39]1[CH:40]=[CH:41][C:42]([OH:50])=[C:43]([NH:45][S:46]([CH3:49])(=[O:48])=[O:47])[CH:44]=1)[OH:38]>>[CH2:1]([N:8]1[CH2:9][CH2:10][CH:11]([NH:14][C:15]2[S:16][C:17](=[CH:21][C:22]3[CH:23]=[CH:24][C:25]([N:28]4[CH2:29][CH2:30][CH:31]([NH:35][CH2:36][CH:37]([C:39]5[CH:40]=[CH:41][C:42]([OH:50])=[C:43]([NH:45][S:46]([CH3:49])(=[O:48])=[O:47])[CH:44]=5)[OH:38])[CH2:32][CH2:33]4)=[CH:26][CH:27]=3)[C:18](=[O:20])[N:19]=2)[CH2:12][CH2:13]1)[C:2]1[CH:3]=[CH:4][CH:5]=[CH:6][CH:7]=1. Procedure: The title compound was prepared from 1-{4-[2-(1-benzyl-piperdin-4-ylamino)-4-oxo-4H-thiazol-5-ylidenemethyl]-phenyl}-piperidin-4-one (which was obtained in Intermediate 21) and N-[5-(2-amino-1-hydroxy-ethyl)-2-hydroxy-phenyl]-methanesulfonamide (which was obtained in Intermediate 9) according to the procedure of Example 1 as a pale yellowish solid; mp >210° C. (dec.); 1H NMR (300 MHz, DMSO-d6) δ 1.20-1.40 (m, 2 H), 1.40-1.65 (m, 2 H), 1.70-2.00 (m, 4 H), 2.06 (brt, J=9.8 Hz, 2 H), 2.50-3.50 (m, ... Starting materials: [Al+3], O=C([O-])C=CC(=O)[O-], COc1ccc(C(=O)CCC2CCNCC2)cc1, CC(C)O, [H-], [H-], [H-], [H-], [Li+], C1CCOC1, O, O=C(O)C=CC(=O)O. The product is COc1ccc(C(O)CCC2CCNCC2)cc1. As a reaction SMILES: [Al+3:20].[C:33]([O-:34])(=[O:35])[CH:36]=[CH:37][C:38]([O-:39])=[O:40].[CH3:1][O:2][c:3]1[cH:4][cH:5][c:6]([C:9]([CH2:10][CH2:11][CH:12]2[CH2:13][CH2:14][NH:15][CH2:16][CH2:17]2)=[O:18])[cH:7][cH:8]1.[CH:46]([OH:47])([CH3:48])[CH3:49].[H-:19].[H-:22].[H-:23].[H-:24].[Li+:21].[O:41]1[CH2:42][CH2:43][CH2:44][CH2:45]1.[OH2:50].[OH:25][C:26]([CH:27]=[CH:28][C:29](=[O:30])[OH:31])=[O:32]>>[CH3:1][O:2][c:3]1[cH:4][cH:5][c:6]([CH:9]([CH2:10][CH2:11][CH:12]2[CH2:13][CH2:14][NH:15][CH2:16][CH2:17]2)[OH:18])[cH:7][cH:8]1. The reactants are ClCCCl, Cc1ccccc1CNC(=O)C1N(C(=O)C(O)C(Cc2ccccc2)NC(=O)C(N)C(C)C)CSC1(C)C, CCOC(C)=O, Cl, On1nnc2ccccc21, O=C(O)COc1cccc2cnccc12. Yields the product Cc1ccccc1CNC(=O)C1N(C(=O)C(O)C(Cc2ccccc2)NC(=O)C(NC(=O)COc2cccc3cnccc23)C(C)C)CSC1(C)C. Reaction SMILES: [CH2:26]([Cl:27])[CH2:28][Cl:29].[CH3:31][c:32]1[c:33]([CH2:34][NH:35][C:36](=[O:37])[CH:38]2[N:39]([C:45]([CH:46]([CH:47]([CH2:48][c:49]3[cH:50][cH:51][cH:52][cH:53][cH:54]3)[NH:55][C:56]([CH:57]([NH2:58])[CH:59]([CH3:60])[CH3:61])=[O:62])[OH:63])=[O:64])[CH2:40][S:41][C:42]2([CH3:43])[CH3:44])[cH:65][cH:66][cH:67][cH:68]1.[CH3:69][CH2:70][O:71][C:72](=[O:73])[CH3:74].[ClH:30].[OH:16][n:17]1[c:18]2[c:19]([cH:20][cH:21][cH:22][cH:23]2)[n:24][n:25]1.[cH:1]1[n:2][cH:3][cH:4][c:5]2[c:6]([O:11][CH2:12][C:13](=[O:14])[OH:15])[cH:7][cH:8][cH:9][c:10]12>>[cH:1]1[n:2][cH:3][cH:4][c:5]2[c:6]([O:11][CH2:12][C:13](=[O:15])[NH:58][CH:57]([C:56]([NH:55][CH:47]([CH:46]([C:45]([N:39]3[CH:38]([C:36]([NH:35][CH2:34][c:33]4[c:32]([CH3:31])[cH:68][cH:67][cH:66][cH:65]4)=[O:37])[C:42]([CH3:43])([CH3:44])[S:41][CH2:40]3)=[O:64])[OH:63])[CH2:48][c:49]3[cH:50][cH:51][cH:52][cH:53][cH:54]3)=[O:62])[CH:59]([CH3:60])[CH3:61])[cH:7][cH:8][cH:9][c:10]12. Reactants: O=[N+]([O-])c1ccc(CCBr)cc1, O=C([O-])[O-], C1CCCNCC1, [K+], [K+], CN(C)C=O. Product: O=[N+]([O-])c1ccc(CCN2CCCCCC2)cc1. RXN SMILES: [Br:1][CH2:2][CH2:3][c:4]1[cH:5][cH:6][c:7]([N+:10](=[O:11])[O-:12])[cH:8][cH:9]1.[C:20](=[O:21])([O-:22])[O-:23].[CH2:13]1[CH2:14][CH2:15][CH2:16][NH:17][CH2:18][CH2:19]1.[K+:24].[K+:25].[O:26]=[CH:27][N:28]([CH3:29])[CH3:30]>>[CH2:2]([CH2:3][c:4]1[cH:5][cH:6][c:7]([N+:10](=[O:11])[O-:12])[cH:8][cH:9]1)[N:17]1[CH2:16][CH2:15][CH2:14][CH2:13][CH2:19][CH2:18]1. Reactants: FC(C=1C=C(CNC(C(=O)OCC)C2=CNC3=CC=CC=C23)C=CC1)(F)F (ethyl α-[3(trifluoromethyl)-benzylamino]-indole-3-acetate), [H-].[Na+] (sodium hydride), ice water, ClC(=O)OCC (ethyl chloroformate). Solvent: CN(C)C=O (DMF). Conditions: time 10 minute. Yields the product Cl.FC(C=1C=C(CNC(C(=O)OCC)C2=CN(C3=CC=CC=C23)C(=O)OCC)C=CC1)(F)F (Ethyl α-[3(trifluoromethyl)-benzylamino]-1-ethoxycarbonyl-indole-3-acetate hydrochloride). Yield: 66.4%. Reaction SMILES: [F:1][C:2]([F:27])([F:26])[C:3]1[CH:4]=[C:5]([CH:23]=[CH:24][CH:25]=1)[CH2:6][NH:7][CH:8]([C:14]1[C:22]2[C:17](=[CH:18][CH:19]=[CH:20][CH:21]=2)[NH:16][CH:15]=1)[C:9]([O:11][CH2:12][CH3:13])=[O:10].[H-].[Na+].[Cl:30][C:31]([O:33][CH2:34][CH3:35])=[O:32]>CN(C=O)C>[ClH:30].[F:27][C:2]([F:1])([F:26])[C:3]1[CH:4]=[C:5]([CH:23]=[CH:24][CH:25]=1)[CH2:6][NH:7][CH:8]([C:14]1[C:22]2[C:17](=[CH:18][CH:19]=[CH:20][CH:21]=2)[N:16]([C:31]([O:33][CH2:34][CH3:35])=[O:32])[CH:15]=1)[C:9]([O:11][CH2:12][CH3:13])=[O:10] |f:1.2,5.6|. Procedure details: To a magnetically stirred solution of ethyl α-[3(trifluoromethyl)-benzylamino]-indole-3-acetate (1.00 g, 2.66 mmol) in 15 mL of DMF was added under nitrogen 0.112 g (2.79 mmol) of sodium hydride (60% oil dispersion). After stirring at room temperature for 10 minutes, 0.26 ml (2.79 mmol) of ethyl chloroformate was added. Stirring was continued for two hours at room temperature. At the end of this time, the reaction contents were poured into ice water, the aqueous solution extracted with ether and... Yield: 314.4%. Yields the product FC1=C(C=O)C=C(C(=C1)O)O (2-fluoro-4,5-dihydroxy-benzaldehyde). Procedure: To a stirred suspension of 2-fluoro-4,5-dimethoxy-benzaldehyde (3.00 g, 16.3 mmol) in dichloromethane (100 mL) was added BBr3 (12.2 mL, 130 mmol) dropwise at −78° C. under nitrogen atmosphere. After addition, the mixture was warmed to −30° C. and stirred at this temperature for 5 h. The reaction mixture was poured into ice water and the precipitated solid was collected by filtration and washed with dichloromethane to afford 2-fluoro-4,5-dihydroxy-benzaldehyde (8.0 g), which was used directly in ... RXN SMILES: [F:1][C:2]1[CH:9]=[C:8]([O:10]C)[C:7]([O:12]C)=[CH:6][C:3]=1[CH:4]=[O:5].B(Br)(Br)Br>ClCCl>[F:1][C:2]1[CH:9]=[C:8]([OH:10])[C:7]([OH:12])=[CH:6][C:3]=1[CH:4]=[O:5]. Reactants: B(Br)(Br)Br (BBr3), FC1=C(C=O)C=C(C(=C1)OC)OC (2-fluoro-4,5-dimethoxy-benzaldehyde), ice water. The solvent is ClCCl (dichloromethane). Run at temperature -30 celsius, time 5 hour. The reactants are FC(C(=O)O)(F)F.C[C@H]([C@@H](C(=O)O)N1C(N(CC1)CC1=CC=NC2=CC=CC=C12)=O)CC ((2S,3S)-3-methyl-2-[2-oxo-3-(4-quinolinylmethyl)-1-imidazolidinyl]pentanoic acid trifluoroacetate), CCN=C=NCCCN(C)C (EDAC), C=1C=CC2=C(C1)N=NN2O (HOBT), CN1CCOCC1 (NMM), N[C@H]([C@H](C[C@H](CC1=CC=CC=C1)NC(=O)[C@H](C(C)(C)C)NC(OC)=O)O)CC1=CC=CC=C1 (methyl(1S)-1-({[(1S,3S,4S)-4-amino-1-benzyl-3-hydroxy-5-phenylpentyl]amino}carbonyl)-2,2-dimethylpropylcarbamate). Run in CN(C)C=O (DMF). Run at temperature 25 celsius, time 16 hour. The product is C(C1=CC=CC=C1)[C@@H](C[C@@H]([C@H](CC1=CC=CC=C1)NC([C@H](C(CC)C)N1C(N(CC1)CC1=CC=NC2=CC=CC=C12)=O)=O)O)NC(=O)[C@H](C(C)(C)C)NC(OC)=O (methyl(1S)-1-({[(1S,3S,4S)-1-benzyl-3-hydroxy-4-({(2S)-3-methyl-2-[2-oxo-3-(4-quinolinylmethyl)-1-imidazolidinyl]pentanoyl}amino)-5-phenylpentyl]amino}carbonyl)-2,2-dimethylpropylcarbamate). The yield is 22.5%. RXN SMILES: [NH2:1][C@@H:2]([CH2:27][C:28]1[CH:33]=[CH:32][CH:31]=[CH:30][CH:29]=1)[C@@H:3]([OH:26])[CH2:4][C@@H:5]([NH:13][C:14]([C@@H:16]([NH:21][C:22](=[O:25])[O:23][CH3:24])[C:17]([CH3:20])([CH3:19])[CH3:18])=[O:15])[CH2:6][C:7]1[CH:12]=[CH:11][CH:10]=[CH:9][CH:8]=1.FC(F)(F)C(O)=O.[CH3:41][C@@H:42]([CH2:64][CH3:65])[C@H:43]([N:47]1[CH2:51][CH2:50][N:49]([CH2:52][C:53]2[C:62]3[C:57](=[CH:58][CH:59]=[CH:60][CH:61]=3)[N:56]=[CH:55][CH:54]=2)[C:48]1=[O:63])[C:44](O)=[O:45].CCN=C=NCCCN(C)C.C1C=CC2N(O)N=NC=2C=1.CN1CCOCC1>CN(C=O)C>[CH2:6]([C@H:5]([NH:13][C:14]([C@@H:16]([NH:21][C:22](=[O:25])[O:23][CH3:24])[C:17]([CH3:20])([CH3:19])[CH3:18])=[O:15])[CH2:4][C@H:3]([OH:26])[C@@H:2]([NH:1][C:44](=[O:45])[C@@H:43]([N:47]1[CH2:51][CH2:50][N:49]([CH2:52][C:53]2[C:62]3[C:57](=[CH:58][CH:59]=[CH:60][CH:61]=3)[N:56]=[CH:55][CH:54]=2)[C:48]1=[O:63])[CH:42]([CH3:41])[CH2:64][CH3:65])[CH2:27][C:28]1[CH:29]=[CH:30][CH:31]=[CH:32][CH:33]=1)[C:7]1[CH:12]=[CH:11][CH:10]=[CH:9][CH:8]=1 |f:1.2|. Procedure: A solution containing the product from Example 3D (0.078 g, 0.171 mmol) in DMF (0.5 mL) was treated with the product from Example 4A (0.070 g, 0.205 mmol), EDAC (0.050 g, 0.261 mmol), HOBT (0.035 g, 0.259 mmol), and NMM (0.060 mL, 0.546 mmol) at 0° C., stirred at 25° C. for 16 hours and partitioned between ethyl acetate and water. The organic phase was washed with 10% citric acid, diluted sodium bicarbonate, and brine, dried over MgSO4, filtered and concentrated. The residue was purified by reve... The reactants are N1C(NCC1)=O (2-imidazolidinone), C(=O)([O-])[O-].[K+].[K+] (K2CO3), ClC1=C(CCl)C=CC(=C1)Cl (2,4-dichlorobenzyl chloride), O (water). Run in CS(=O)C (dimethylsulfoxide). Reaction conditions: time 0.3 hour. The product is ClC1=C(CN2C(NCC2)=O)C=CC(=C1)Cl (1-(2,4-Dichlorobenzyl)-2-imidazolidinone). Isolated yield 77.0%. RXN SMILES: [NH:1]1[CH2:5][CH2:4][NH:3][C:2]1=[O:6].C([O-])([O-])=O.[K+].[K+].[Cl:13][C:14]1[CH:21]=[C:20]([Cl:22])[CH:19]=[CH:18][C:15]=1[CH2:16]Cl.O>CS(C)=O>[Cl:13][C:14]1[CH:21]=[C:20]([Cl:22])[CH:19]=[CH:18][C:15]=1[CH2:16][N:1]1[CH2:5][CH2:4][NH:3][C:2]1=[O:6] |f:1.2.3|. Reported procedure: A 21.5 g (0.25 mole) portion of 2-imidazolidinone in 200 ml of dimethylsulfoxide was treated with 34.5 g (0.25 mole) of K2CO3, 20 g (0.12 mole) of KI and 48.9 g (0.25 mole) of 2,4-dichlorobenzyl chloride. The reaction mixture was heated with stirring to 105° over 0.3 hours, held at 105° for 1.8 hours, and poured with rapid stirring into 1.5 l of water. The aqueous mixture was extracted with 1.3 l of chloroform. The chloroform extract was washed with 580 ml of water, dried over MgSO4 overnight an...